From a dataset of the Open Reaction Database (ORD), a public repository of structured organic reaction records. describe an organic reaction: reactants, conditions, products, and yield The reactants are O=C1CN(CCN1)C(=O)OC(C)(C)C (tert-butyl 3-oxopiperazine-1-carboxylate), [H-].[Na+] (sodium hydride), BrCC1=CC=C(C=C1)C(C(F)(F)F)(C(F)(F)F)O (2-(4-(bromomethyl)phenyl)-1,1,1,3,3,3-hexafluoropropan-2-ol). Solvent: C(C)(=O)OCC (ethyl acetate), CN1C(CCC1)=O (N-methyl-2-pyrrolidinone). Conditions: time 14 hour. Product: FC(C(C(F)(F)F)(O)C1=CC=C(CN2C(CN(CC2)C(=O)OC(C)(C)C)=O)C=C1)(F)F (tert-Butyl 4-(4-(1,1,1,3,3,3-hexafluoro-2-hydroxypropan-2-yl)benzyl)-3-oxopiperazine-1-carboxylate). Yield: 31.6%. RXN SMILES: [O:1]=[C:2]1[NH:7][CH2:6][CH2:5][N:4]([C:8]([O:10][C:11]([CH3:14])([CH3:13])[CH3:12])=[O:9])[CH2:3]1.[H-].[Na+].Br[CH2:18][C:19]1[CH:24]=[CH:23][C:22]([C:25]([OH:34])([C:30]([F:33])([F:32])[F:31])[C:26]([F:29])([F:28])[F:27])=[CH:21][CH:20]=1>CN1CCCC1=O.C(OCC)(=O)C>[F:27][C:26]([F:28])([F:29])[C:25]([C:22]1[CH:23]=[CH:24][C:19]([CH2:18][N:7]2[CH2:6][CH2:5][N:4]([C:8]([O:10][C:11]([CH3:14])([CH3:13])[CH3:12])=[O:9])[CH2:3][C:2]2=[O:1])=[CH:20][CH:21]=1)([OH:34])[C:30]([F:31])([F:33])[F:32] |f:1.2|. Procedure details: To a stirring solution of tert-butyl 3-oxopiperazine-1-carboxylate (9.99 mmol, 2 g) in dry N-methyl-2-pyrrolidinone (2 mL) was added sodium hydride (30.0 mmol, 1.198 g). The mixture was stirred at room temperature under nitrogen for 20 min before the addition of 2-(4-(bromomethyl)phenyl)-1,1,1,3,3,3-hexafluoropropan-2-ol (10.99 mmol, 3.70 g). The mixture was stirred for a further 14 hours. The reaction mixture was diluted with ethyl acetate (100 mL) and washed with water (4×75 mL). The organic p... Reactants: CCOC(=O)COc1ccc2c(c1)CCCC(N(Cc1ccccc1)CC(O)COc1ccccc1)C2, CCO, [H][H]. The product is CCOC(=O)COc1ccc2c(c1)CCCC(NCC(O)COc1ccccc1)C2. Reaction SMILES: [CH2:1]([c:2]1[cH:3][cH:4][cH:5][cH:6][cH:7]1)[N:8]([CH2:9][CH:10]([CH2:11][O:12][c:13]1[cH:14][cH:15][cH:16][cH:17][cH:18]1)[OH:19])[CH:20]1[CH2:21][c:22]2[c:23]([cH:27][c:28]([O:31][CH2:32][C:33](=[O:34])[O:35][CH2:36][CH3:37])[cH:29][cH:30]2)[CH2:24][CH2:25][CH2:26]1.[CH3:40][CH2:41][OH:42].[H:38][H:39]>>[NH:8]([CH2:9][CH:10]([CH2:11][O:12][c:13]1[cH:14][cH:15][cH:16][cH:17][cH:18]1)[OH:19])[CH:20]1[CH2:21][c:22]2[c:23]([cH:27][c:28]([O:31][CH2:32][C:33](=[O:34])[O:35][CH2:36][CH3:37])[cH:29][cH:30]2)[CH2:24][CH2:25][CH2:26]1. Starting materials: [BH4-], C1CNCCN1, CC(C)[O-], CC(C)[O-], CC(C)[O-], CC(C)[O-], [Na+], O=C1CCc2ccccc21, [Ti+4]. The product is c1ccc2c(c1)CCC2N1CCNCC1. RXN SMILES: [BH4-:17].[CH2:1]1[CH2:2][NH:3][CH2:4][CH2:5][NH:6]1.[CH3:19][CH:20]([CH3:21])[O-:22].[CH3:24][CH:25]([CH3:26])[O-:27].[CH3:28][CH:29]([CH3:30])[O-:31].[CH3:32][CH:33]([CH3:34])[O-:35].[Na+:18].[O:7]=[C:8]1[CH2:9][CH2:10][c:11]2[cH:12][cH:13][cH:14][cH:15][c:16]21.[Ti+4:23]>>[CH2:1]1[CH2:2][N:3]([CH:8]2[CH2:9][CH2:10][c:11]3[cH:12][cH:13][cH:14][cH:15][c:16]32)[CH2:4][CH2:5][NH:6]1. Starting materials: CCO, [Cl-], [Fe], COc1cc(C(=O)N(C)c2ccc(C)cc2OCCCCCC(=O)N2CCN(C)CC2)ccc1NC(=O)c1cccc([N+](=O)[O-])c1N, [NH4+], O. The product is COc1cc(C(=O)N(C)c2ccc(C)cc2OCCCCCC(=O)N2CCN(C)CC2)ccc1NC(=O)c1cccc(N)c1N. As a reaction SMILES: [CH3:50][CH2:51][OH:52].[Cl-:48].[Fe:54].[NH2:1][c:2]1[c:3]([C:4](=[O:5])[NH:6][c:7]2[c:8]([O:39][CH3:40])[cH:9][c:10]([C:11](=[O:12])[N:13]([c:14]3[c:15]([O:21][CH2:22][CH2:23][CH2:24][CH2:25][CH2:26][C:27](=[O:28])[N:29]4[CH2:30][CH2:31][N:32]([CH3:35])[CH2:33][CH2:34]4)[cH:16][c:17]([CH3:20])[cH:18][cH:19]3)[CH3:36])[cH:37][cH:38]2)[cH:41][cH:42][cH:43][c:44]1[N+:45]([O-:46])=[O:47].[NH4+:49].[OH2:53]>>[NH2:1][c:2]1[c:3]([C:4](=[O:5])[NH:6][c:7]2[c:8]([O:39][CH3:40])[cH:9][c:10]([C:11](=[O:12])[N:13]([c:14]3[c:15]([O:21][CH2:22][CH2:23][CH2:24][CH2:25][CH2:26][C:27](=[O:28])[N:29]4[CH2:30][CH2:31][N:32]([CH3:35])[CH2:33][CH2:34]4)[cH:16][c:17]([CH3:20])[cH:18][cH:19]3)[CH3:36])[cH:37][cH:38]2)[cH:41][cH:42][cH:43][c:44]1[NH2:45]. The reactants are CS(C)=O, Cc1cc(Cl)cc(Cl)c1S(=O)(=O)Cl, CCOC(=O)c1sc(N)nc1C. Product: CCOC(=O)c1sc(NS(=O)(=O)c2c(C)cc(Cl)cc2Cl)nc1C. As a reaction SMILES: [CH3:26][S:27]([CH3:28])=[O:29].[Cl:13][c:14]1[c:15]([S:22](=[O:23])(=[O:24])[Cl:25])[c:16]([CH3:21])[cH:17][c:18]([Cl:20])[cH:19]1.[NH2:1][c:2]1[s:3][c:4]([C:8](=[O:9])[O:10][CH2:11][CH3:12])[c:5]([CH3:7])[n:6]1>>[NH:1]([c:2]1[s:3][c:4]([C:8](=[O:9])[O:10][CH2:11][CH3:12])[c:5]([CH3:7])[n:6]1)[S:22]([c:15]1[c:14]([Cl:13])[cH:19][c:18]([Cl:20])[cH:17][c:16]1[CH3:21])(=[O:23])=[O:24].